This data is from the Open Reaction Database (ORD), a public repository of structured organic reaction records. The task is: describe an organic reaction: reactants, conditions, products, and yield Reactants: NC=1C=CN(N1)C1=CC=CC=C1 (5-amino-2-phenylpyrazole), N (ammonia), C(C)OC(CC(C1=CC=CC=C1)=O)=O (benzoylacetic acid ethyl ester), polyphosphoric acid. Solvent: O (water). Reaction conditions: time 90 minute. The product is C1(=CC=CC=C1)N1C=CC=2N1C(C=C(N2)C2=CC=CC=C2)=O (1,5-Diphenylpyrazolo[1,5-a]pyrimidin-7(1H)-one). As a reaction SMILES: [NH2:1][C:2]1[CH:3]=[CH:4][N:5]([C:7]2[CH:12]=[CH:11][CH:10]=[CH:9][CH:8]=2)[N:6]=1.C([O:15][C:16](=O)[CH2:17][C:18](=O)[C:19]1[CH:24]=[CH:23][CH:22]=[CH:21][CH:20]=1)C.N>O>[C:7]1([N:5]2[N:6]3[C:16](=[O:15])[CH:17]=[C:18]([C:19]4[CH:24]=[CH:23][CH:22]=[CH:21][CH:20]=4)[N:1]=[C:2]3[CH:3]=[CH:4]2)[CH:12]=[CH:11][CH:10]=[CH:9][CH:8]=1. Procedure: A mixture of 10 g. of 5-amino-2-phenylpyrazole (0.063 mol.),12.1 g. of benzoylacetic acid ethyl ester (0.063 mol.) and 50 g. of polyphosphoric acid is heated at 110°-120° with stirring for 90 minutes. After cooling, 200 ml. of water and then concentrated aqueous ammonia is added under external cooling to adjust the mixture to pH 9. The collected 1,5-diphenylpyrazolo[1,5-a]pyrimidin-7(1H)-one is washed with water and dried at 70°, yield: 17 g. (94%); m.p. 194°-200°. A sample, recrystallized from ...